From a dataset of the Open Reaction Database (ORD), a public repository of structured organic reaction records. describe an organic reaction: reactants, conditions, products, and yield Reactants: COC(=O)C=1N=C(OC1)CNC(=O)OC(C)(C)C (2-(tert-butoxycarbonylamino-methyl)-oxazole-4-carboxylic acid methyl ester), CC(C)C[AlH]CC(C)C (DIBAL-H), C(=O)([O-])C(O)C(O)C(=O)[O-].[K+].[Na+] (sodium potassium tartrate). Run in ClCCl (dichloromethane). Run at temperature 0 celsius, time 2 hour. The product is C(C)(C)(C)OC(NCC=1OC=C(N1)CO)=O ((4-hydroxymethyl-oxazol-2-ylmethyl)-carbamic acid tert-butyl ester). The yield is 28.4%. RXN SMILES: C[O:2][C:3]([C:5]1[N:6]=[C:7]([CH2:10][NH:11][C:12]([O:14][C:15]([CH3:18])([CH3:17])[CH3:16])=[O:13])[O:8][CH:9]=1)=O.CC(C[AlH]CC(C)C)C.C(C(C(C([O-])=O)O)O)([O-])=O.[K+].[Na+]>ClCCl>[C:15]([O:14][C:12](=[O:13])[NH:11][CH2:10][C:7]1[O:8][CH:9]=[C:5]([CH2:3][OH:2])[N:6]=1)([CH3:18])([CH3:16])[CH3:17] |f:2.3.4|. Procedure: The ester (178 mg, 0.695 mmol) in 0° C. dichloromethane (8 mL) was treated with DIBAL-H (1 M in dichloromethane, 2.08 mL, 2.08 mmol). The mixture was then stirred at 0° C. for 2 hours before being treated with aqueous 5% sodium potassium tartrate (8 mL). The mixture was stirred rapidly for 30 minutes (until the aqueous and organic layers clarified), and the layers were then separated. The aqueous layer was extracted twice with dichloromethane. The combined organic fractions were then dried over ... Reactants: N1=CC(=CC=C1)C(=C)C=1C=C2C=CC(=CC2=CC1)C(=O)OC (methyl 6-[1-(3-pyridyl)ethenyl]-2-naphthoate), [H][H] (hydrogen). The reagents and catalysts are [Pd] (Pd/C). Solvent: CO (methanol). Yields the product N1=CC(=CC=C1)C(C)C=1C=C2C=CC(=CC2=CC1)C(=O)OC (methyl 6-[1-(3-pyridyl)ethyl]-2-naphthoate). The yield is 20.0%. Reaction SMILES: [N:1]1[CH:6]=[CH:5][CH:4]=[C:3]([C:7]([C:9]2[CH:10]=[C:11]3[C:16](=[CH:17][CH:18]=2)[CH:15]=[C:14]([C:19]([O:21][CH3:22])=[O:20])[CH:13]=[CH:12]3)=[CH2:8])[CH:2]=1.[H][H]>CO.[Pd]>[N:1]1[CH:6]=[CH:5][CH:4]=[C:3]([CH:7]([C:9]2[CH:10]=[C:11]3[C:16](=[CH:17][CH:18]=2)[CH:15]=[C:14]([C:19]([O:21][CH3:22])=[O:20])[CH:13]=[CH:12]3)[CH3:8])[CH:2]=1. Reported procedure: 130 mg of Pd/C (10%) are added to 0.25 g (0.86 mmol) of methyl 6-[1-(3-pyridyl)ethenyl]-2-naphthoate in 25 ml of absolute methanol, and hydrogenation is carried out under atmospheric pressure (hydrogen uptake: 40 ml). The catalyst is then removed by filtration, and the solution is evaporated and chromatographed on silica gel using ethyl acetate. 50 mg (20%) of methyl 6-[1-(3-pyridyl)ethyl]-2-naphthoate are obtained as an oil. RF (ethyl acetate): 0.34.